From a dataset of the Open Reaction Database (ORD), a public repository of structured organic reaction records. describe an organic reaction: reactants, conditions, products, and yield Starting materials: COC1=CC=C(C(=O)C=2C=CC(NC2C)=O)C=C1 (5-(4-methoxybenzoyl)-6-methyl-2(1H)-pyridinone). Solvent: Br (hydrogen bromide). Conditions: time 8 hour. Yields the product OC1=CC=C(C(=O)C=2C=CC(NC2C)=O)C=C1 (5-(4-hydroxybenzoyl)-6-methyl-2(1H)-pyridinone). The yield is 93.1%. Reaction SMILES: C[O:2][C:3]1[CH:18]=[CH:17][C:6]([C:7]([C:9]2[CH:10]=[CH:11][C:12](=[O:16])[NH:13][C:14]=2[CH3:15])=[O:8])=[CH:5][CH:4]=1>Br>[OH:2][C:3]1[CH:4]=[CH:5][C:6]([C:7]([C:9]2[CH:10]=[CH:11][C:12](=[O:16])[NH:13][C:14]=2[CH3:15])=[O:8])=[CH:17][CH:18]=1. Procedure details: A mixture containing 13 g of 5-(4-methoxybenzoyl)-6-methyl-2(1H)-pyridinone and 100 ml of 48% aqueous hydrogen bromide solution was refluxed for 7 hours and then allowed to stand at room temperature overnight. The reaction mixture was concentrated to dryness on a rotary evaporator. To the residue was added 100 ml of water and the aqueous mixture was neutralized by adding aqueous ammonium hydroxide solution. The solid was collected, washed with water and air dried. The solid was recrystallized fr...